From a dataset of the Open Reaction Database (ORD), a public repository of structured organic reaction records. describe an organic reaction: reactants, conditions, products, and yield Starting materials: C(C)OC(CCC(C1=C(C(=CC=C1)C(C1=CC=C(C=C1)Cl)=O)N)=O)=O (2-amino-3-(4-chlorobenzoyl)-γ-oxobenzenebutanoic acid ethyl ester), [OH-].[Na+] (sodium hydroxide). Solvent: C(C)O (ethanol). Yields the product NC1=C(C=CC=C1C(C1=CC=C(C=C1)Cl)=O)C(CCC(=O)O)=O (2-Amino-3-(4-chlorobenzoyl)-γ-oxobenzenebutanoic acid). Isolated yield 88.5%. As a reaction SMILES: C([O:3][C:4](=[O:25])[CH2:5][CH2:6][C:7](=[O:24])[C:8]1[CH:13]=[CH:12][CH:11]=[C:10]([C:14](=[O:22])[C:15]2[CH:20]=[CH:19][C:18]([Cl:21])=[CH:17][CH:16]=2)[C:9]=1[NH2:23])C.[OH-].[Na+]>C(O)C>[NH2:23][C:9]1[C:10]([C:14](=[O:22])[C:15]2[CH:20]=[CH:19][C:18]([Cl:21])=[CH:17][CH:16]=2)=[CH:11][CH:12]=[CH:13][C:8]=1[C:7](=[O:24])[CH2:6][CH2:5][C:4]([OH:25])=[O:3] |f:1.2|. Procedure details: A solution of 3.3 g (0.0092 mole) of 2-amino-3-(4-chlorobenzoyl)-γ-oxobenzenebutanoic acid ethyl ester in 70 ml of hot 190 proof ethanol was treated with 40 ml of 4N aqueous sodium hydroxide solution and the mixture was heated at reflux for 18 hr. The hot mixture was filtered and the insoluble material was discarded. The filtrate was cooled and the precipitate collected by filtration. This precipitate was partitioned between dilute hydrochloric acid and methylene chloride. The organic layer was ... Starting materials: O=CN(Cc1cc(Cl)c(O)c(Cl)c1)OCc1ccccc1, CCCCO, ClCCl, CCOC(=O)N=NC(=O)OCC, c1ccc(P(c2ccccc2)c2ccccc2)cc1. The product is CCCCOc1c(Cl)cc(CN(C=O)OCc2ccccc2)cc1Cl. RXN SMILES: [CH2:1]([c:2]1[cH:3][cH:4][cH:5][cH:6][cH:7]1)[O:8][N:9]([CH:10]=[O:11])[CH2:12][c:13]1[cH:14][c:15]([Cl:21])[c:16]([OH:20])[c:17]([Cl:19])[cH:18]1.[CH2:22]([CH2:23][CH2:24][CH3:25])[OH:26].[CH2:58]([Cl:59])[Cl:60].[O:46]=[C:47]([O:48][CH2:49][CH3:50])[N:51]=[N:52][C:53]([O:54][CH2:55][CH3:56])=[O:57].[c:27]1([P:28]([c:29]2[cH:30][cH:31][cH:32][cH:33][cH:34]2)[c:35]2[cH:36][cH:37][cH:38][cH:39][cH:40]2)[cH:41][cH:42][cH:43][cH:44][cH:45]1>>[CH2:1]([c:2]1[cH:3][cH:4][cH:5][cH:6][cH:7]1)[O:8][N:9]([CH:10]=[O:11])[CH2:12][c:13]1[cH:14][c:15]([Cl:21])[c:16]([O:20][CH2:22][CH2:23][CH2:24][CH3:25])[c:17]([Cl:19])[cH:18]1. Reported procedure: A mixture of 0.043 g (0.1 mmole) of 2-[6-(2-chloro-ethoxy)-benzoimidazol-1-yl]-4-(3-chloro-phenyl)-thiazole-5-carboxylic acid amide (I.28a), 1 mL of dimethylformamide, 0.069 g (0.5 mmole) of potassium carbonate, 0.001 g of potassium iodide and 0.150 mL (0.3 mmole) of dimethylamine was stirred at 100 degrees for 6 hours. The mixture was cooled, the solid was removed by filtration and the filtrate purified by reverse phase silica gel chromatography, eluting with acetonitrile-water (gradient 30:70-... Reagents/catalysts: [I-].[K+] (potassium iodide). RXN SMILES: Cl[CH2:2][CH2:3][O:4][C:5]1[CH:6]=[CH:7][C:8]2[N:12]=[CH:11][N:10]([C:13]3[S:14][C:15]([C:25]([NH2:27])=[O:26])=[C:16]([C:18]4[CH:23]=[CH:22][CH:21]=[C:20]([Cl:24])[CH:19]=4)[N:17]=3)[C:9]=2[CH:28]=1.C(=O)([O-])[O-].[K+].[K+].[CH3:35][NH:36][CH3:37]>[I-].[K+].CN(C)C=O>[Cl:24][C:20]1[CH:19]=[C:18]([C:16]2[N:17]=[C:13]([N:10]3[C:9]4[CH:28]=[C:5]([O:4][CH2:3][CH2:2][N:36]([CH3:37])[CH3:35])[CH:6]=[CH:7][C:8]=4[N:12]=[CH:11]3)[S:14][C:15]=2[C:25]([NH2:27])=[O:26])[CH:23]=[CH:22][CH:21]=1 |f:1.2.3,5.6|. Product: ClC=1C=C(C=CC1)C=1N=C(SC1C(=O)N)N1C=NC2=C1C=C(C=C2)OCCN(C)C (4-(3-chloro-phenyl)-2-[6-(2-dimethylamino-ethoxy)-benzoimidazol-1-yl]-thiazole-5-carboxylic acid amide). Conditions: time 6 hour. Reactants: ClCCOC=1C=CC2=C(N(C=N2)C=2SC(=C(N2)C2=CC(=CC=C2)Cl)C(=O)N)C1 (2-[6-(2-chloro-ethoxy)-benzoimidazol-1-yl]-4-(3-chloro-phenyl)-thiazole-5-carboxylic acid amide), C([O-])([O-])=O.[K+].[K+] (potassium carbonate), CNC (dimethylamine). The solvent is CN(C=O)C (dimethylformamide). Isolated yield 76.9%. The reactants are aldehyde, aqueous solution, P(=O)(O)(O)[O-].[Na+] (sodium dihydrogenphospate), C(CC(O)(C(=O)O)CC(=O)O)(=O)O (citric acid), C(CCC)N (n-butylamine), C(C(=O)CC(=O)O)C(=O)O (acetonedicarboxylic acid), aqueous solution, [OH-].[K+] (potassium hydroxide), [OH-].[Na+] (sodium hydroxide). Solvent: CO (methanol), O (water). Conditions: time 65 hour. Product: C(CCC)N1C2COCC1CC(C2)=O (9-(n-butyl)-3-oxa-9-azabicyclo[3.3.1]nonan-7-one). The yield is 88.3%. As a reaction SMILES: P([O-])(O)(O)=O.[Na+].C(O)(=O)C[C:9]([CH2:14][C:15]([OH:17])=O)([C:11]([OH:13])=O)O.[CH2:20]([NH2:24])[CH2:21][CH2:22][CH3:23].[CH2:25]([C:32](O)=O)[C:26](CC(O)=O)=O.[OH-].[Na+].[OH-].[K+]>O.CO>[CH2:20]([N:24]1[CH:25]2[CH2:32][C:15](=[O:17])[CH2:14][CH:9]1[CH2:11][O:13][CH2:26]2)[CH2:21][CH2:22][CH3:23] |f:0.1,5.6,7.8|. Procedure details: To a solution of sodium dihydrogenphospate (123.1 g) and citric acid (31.1 g) in water (3000 ml) were added in turn n-butylamine (35.5 g) and acetonedicarboxylic acid (77.0 g) and pH was adjusted to 4.6 with a 10% aqueous solution of sodium hydroxide. To the reaction solution was added dropwise at room temperature a solution of the crude aldehyde (23 g) in methanol (20 ml) and the mixture was stirred for 65 hours. Then, a 10% aqueous solution of potassium hydroxide (300 ml) was added to the reac...